Dataset: the Open Reaction Database (ORD), a public repository of structured organic reaction records. Task: describe an organic reaction: reactants, conditions, products, and yield Starting materials: C(C)#N (acetonitrile), C(CCC)[Li] (n-butyllithium), COCCC(=O)OC (methyl 3-methoxypropanoate). The solvent is C1CCOC1 (THF). Reaction conditions: temperature -78 celsius, time 1 hour. Yields the product COCCC(CC#N)=O (5-Methoxy-3-oxopentanenitrile). Reaction SMILES: C([Li])CCC.[C:6](#[N:8])[CH3:7].[CH3:9][O:10][CH2:11][CH2:12][C:13](OC)=[O:14]>C1COCC1>[CH3:9][O:10][CH2:11][CH2:12][C:13](=[O:14])[CH2:7][C:6]#[N:8]. Reported procedure: A flame-dried flask was charged with 5 ml (8.0 mmol) n-butyllithium (1.6 M solution in hexanes) in dry THF (25 ml) under inert gas atmosphere and cooled to −78° C. Next, 0.368 ml (7 mmol) acetonitrile were slowly added, and the resulting mixture was stirred for 1 h at −70° C. Then, 0.585 ml (5.0 mmol) methyl 3-methoxypropanoate were slowly added maintaining the temperature below −66° C. The reaction mixture was stirred for 2 h at −45° C. and then quenched by addition of hydrochloric acid (2 M, 1... Starting materials: FC(C(=O)[O-])(F)F (trifluoroacetate), OC1=C(C=CC=C1OC)C=CC(CC(=O)C1=CC=CC=C1)=O (5-(hydroxy-3-methoxy-phenyl)-1-phenyl-pent-4-ene-1,3-dione), O.NN (hydrazine monohydrate). Reagents/catalysts: C(C)(=O)O (acetic acid). Solvent: C(C)O (ethanol). Conditions: temperature 67.5 celsius. The product is COC1=C(C=CC(=C1)\C=C\C1=NNC(=C1)C1=CC=CC=C1)O (2-(methyloxy)-4-[(E)-2-(5-phenyl-1H-pyrazol-3-yl)ethenyl]phenol). Yield: 10.7%. Reaction SMILES: O[C:2]1[C:7]([O:8][CH3:9])=[CH:6][CH:5]=[CH:4][C:3]=1[CH:10]=[CH:11][C:12](=O)[CH2:13][C:14]([C:16]1[CH:21]=[CH:20][CH:19]=[CH:18][CH:17]=1)=O.[OH2:23].[NH2:24][NH2:25].FC(F)(F)C([O-])=O>C(O)(=O)C.C(O)C>[CH3:9][O:8][C:7]1[CH:2]=[C:3](/[CH:10]=[CH:11]/[C:12]2[CH:13]=[C:14]([C:16]3[CH:21]=[CH:20][CH:19]=[CH:18][CH:17]=3)[NH:25][N:24]=2)[CH:4]=[CH:5][C:6]=1[OH:23] |f:1.2|. Procedure: To a mixture of 5-(hydroxy-3-methoxy-phenyl)-1-phenyl-pent-4-ene-1,3-dione (0.14 g, 0.48 mmol) and hydrazine monohydrate (0.02 g, 0.48 mmol) were added ethanol (24 mL) and acetic acid (1 drop) in a sealed tube. The reaction was heated at 65-70° C. overnight. The solvent was removed under reduced pressure to afford crude product. Purification on triethylamine treated silica (1:1 hexanes/ethyl acetate) afforded a mixture of two products. Reverse phase HPLC purification afforded 2-(methyloxy)-4-[(E...